Dataset: the Open Reaction Database (ORD), a public repository of structured organic reaction records. Task: describe an organic reaction: reactants, conditions, products, and yield Reactants: CC(=O)Oc1c(C)cc(C(=O)O)cc1C, O=C(Cl)C(=O)Cl, ClCCl, CN(C)C=O. Product: CC(=O)Oc1c(C)cc(C(=O)Cl)cc1C. As a reaction SMILES: [C:1]([CH3:2])(=[O:3])[O:4][c:5]1[c:6]([CH3:15])[cH:7][c:8]([C:9](=[O:10])[OH:11])[cH:12][c:13]1[CH3:14].[Cl:16][C:17]([C:18]([Cl:19])=[O:20])=[O:21].[Cl:27][CH2:28][Cl:29].[O:22]=[CH:23][N:24]([CH3:25])[CH3:26]>>[C:1]([CH3:2])(=[O:3])[O:4][c:5]1[c:6]([CH3:15])[cH:7][c:8]([C:9](=[O:10])[Cl:16])[cH:12][c:13]1[CH3:14]. Starting materials: C1(=CC=CC=C1)C1=NC2=CC=CC=C2C(=N1)C(=O)OCC (ethyl 2-phenylquinazoline-4-carboxylate), C(CCC)[Li] (butyllithium), CC1NCCCC1 (2-methylpiperidine), solution. Solvent: CCCCCC (hexane), O1CCCC1 (tetrahydrofuran). Yields the product CC1N(CCCC1)C(=O)C1=NC(=NC2=CC=CC=C12)C1=CC=CC=C1 (2-methyl-1-[(2-phenylquinazolin-4-yl)-carbonyl]-piperidine). As a reaction SMILES: [C:1]1([C:7]2[N:16]=[C:15]([C:17]([O:19]CC)=O)[C:14]3[C:9](=[CH:10][CH:11]=[CH:12][CH:13]=3)[N:8]=2)[CH:6]=[CH:5][CH:4]=[CH:3][CH:2]=1.[CH3:22][CH:23]1[CH2:28][CH2:27][CH2:26][CH2:25][NH:24]1.C([Li])CCC>CCCCCC.O1CCCC1>[CH3:22][CH:23]1[CH2:28][CH2:27][CH2:26][CH2:25][N:24]1[C:17]([C:15]1[C:14]2[C:9](=[CH:10][CH:11]=[CH:12][CH:13]=2)[N:8]=[C:7]([C:1]2[CH:2]=[CH:3][CH:4]=[CH:5][CH:6]=2)[N:16]=1)=[O:19]. Procedure: The procedure of Example 24 is followed using ethyl 2-phenylquinazoline-4-carboxylate (3 g), 2-methylpiperidine (3 ml), a 1.6M solution of butyllithium in hexane (15 ml) and tetrahydrofuran (20 ml) as the starting materials. After recrystallisation from ethanol, 2-methyl-1-[(2-phenylquinazolin-4-yl)-carbonyl]-piperidine (1.7 g), melting at 150° C., is obtained. Starting materials: CI, CN(C)C=O, O=C(C=Cc1cccc(-c2ccccc2)c1)Nc1ccc(CN2CCCCC2)cc1. The product is [I-], C[N+]1(Cc2ccc(NC(=O)C=Cc3cccc(-c4ccccc4)c3)cc2)CCCCC1. Reaction SMILES: [CH3:31][I:32].[CH3:33][N:34]([CH3:35])[CH:36]=[O:37].[c:1]1(-[c:7]2[cH:8][c:9]([CH:10]=[CH:11][C:12](=[O:13])[NH:14][c:15]3[cH:16][cH:17][c:18]([CH2:19][N:20]4[CH2:21][CH2:22][CH2:23][CH2:24][CH2:25]4)[cH:26][cH:27]3)[cH:28][cH:29][cH:30]2)[cH:2][cH:3][cH:4][cH:5][cH:6]1>>[I-:32].[c:1]1(-[c:7]2[cH:8][c:9]([CH:10]=[CH:11][C:12](=[O:13])[NH:14][c:15]3[cH:16][cH:17][c:18]([CH2:19][N+:20]4([CH3:31])[CH2:21][CH2:22][CH2:23][CH2:24][CH2:25]4)[cH:26][cH:27]3)[cH:28][cH:29][cH:30]2)[cH:2][cH:3][cH:4][cH:5][cH:6]1. Product: CCCCc1nc(C)n(-c2ccc3c(c2)C(=O)CC3)c(=O)c1Cc1ccc(-c2ccccc2-c2noc(=O)[nH]2)cc1. Reaction SMILES: [CH2:1]([CH2:2][CH2:3][CH3:4])[c:5]1[c:6]([CH2:23][c:24]2[cH:25][cH:26][c:27](-[c:30]3[c:31](-[c:36]4[n:37][o:38][c:39](=[O:41])[nH:40]4)[cH:32][cH:33][cH:34][cH:35]3)[cH:28][cH:29]2)[c:7](=[O:22])[n:8](-[c:12]2[cH:13][c:14]3[c:18]([cH:19][cH:20]2)[CH2:17][CH2:16][CH:15]3[OH:21])[c:9]([CH3:11])[n:10]1.[CH3:42][CH2:43][O:44][C:45](=[O:46])[CH3:47].[CH3:56][C:57]#[N:58].[Na+:54].[Na+:55].[OH2:48].[S:49]([O-:50])([O-:51])(=[O:52])=[S:53]>>[CH2:1]([CH2:2][CH2:3][CH3:4])[c:5]1[c:6]([CH2:23][c:24]2[cH:25][cH:26][c:27](-[c:30]3[c:31](-[c:36]4[n:37][o:38][c:39](=[O:41])[nH:40]4)[cH:32][cH:33][cH:34][cH:35]3)[cH:28][cH:29]2)[c:7](=[O:22])[n:8](-[c:12]2[cH:13][c:14]3[c:18]([cH:19][cH:20]2)[CH2:17][CH2:16][C:15]3=[O:21])[c:9]([CH3:11])[n:10]1. Reactants: CCCCc1nc(C)n(-c2ccc3c(c2)C(O)CC3)c(=O)c1Cc1ccc(-c2ccccc2-c2noc(=O)[nH]2)cc1, CCOC(C)=O, CC#N, [Na+], [Na+], O, O=S([O-])([O-])=S. Starting materials: ClC1=CC=C(C=C1)S(=O)(=O)N([C@@H](CCCS(=O)(=O)NC)C)C1=C(C=CC(=C1)Cl)Cl (4-chloro-N-[2,5-dichlorophenyl]-N-[4[(methylamino)sulfonyl]-1(R)-methylbutyl]benzenesulfonamide), C(CCCC)S(=O)(=O)Cl (pentylsulfonyl chloride), O=S1(CC(CC1)N)=O (tetrahydro-1,1-dioxido-3-thienylamine). Product: C1(=CC=CC=C1)S(=O)(=O)N (benzenesulfonamide). Isolated yield 23.0%. Reaction SMILES: Cl[C:2]1[CH:7]=[CH:6][C:5]([S:8]([N:11](C2C=C(Cl)C=CC=2Cl)[C@H](C)CCCS(NC)(=O)=O)(=[O:10])=[O:9])=[CH:4][CH:3]=1.C(S(Cl)(=O)=O)CCCC.O=S1(=O)CCC(N)C1>>[C:5]1([S:8]([NH2:11])(=[O:10])=[O:9])[CH:6]=[CH:7][CH:2]=[CH:3][CH:4]=1. Procedure details: 4-chloro-N-[2,5-dichlorophenyl]-N-[4-[[(tetrahydro-], 1-dioxido-3-thienyl)amino]sulfonyl]-1(R)-methylbutyl]benzenesulfonamide was prepared analogous to 4-chloro-N-[2,5-dichlorophenyl]-N-[4[(methylamino)sulfonyl]-1(R)-methylbutyl]benzenesulfonamide by reacting (4R)-4-[2,5-dichlorophenyl][4-chlorophenyl)sulfonyl]-amino]pentylsulfonyl chloride with tetrahydro-1,1-dioxido-3-thienylamine. Yield=23%; MS (ESI+), 603 (M+H)+. The reactants are N1N=CN=C1 (1,2,4-triazole), ClC=1N=C(C2=C(N1)SC(=C2Cl)C)NCC2=CC(=C(C=C2)OC)Cl (2,5-dichloro-6-methyl-4-(3-chloro-4-methoxybenzylamino)-thieno-[2,3-d]-pyrimidine). The product is N1(N=CN=C1)C=1N=C(C2=C(N1)SC(=C2Cl)C)NCC2=CC(=C(C=C2)OC)Cl (2-(1,2,4-triazol-1-yl)-5-chloro-6-methyl-4-(3-chloro-4-methoxybenzylamino)-thieno-[2,3-d]-pyrimidine). Reaction SMILES: [NH:1]1[CH:5]=[N:4][CH:3]=[N:2]1.Cl[C:7]1[N:8]=[C:9]([NH:18][CH2:19][C:20]2[CH:25]=[CH:24][C:23]([O:26][CH3:27])=[C:22]([Cl:28])[CH:21]=2)[C:10]2[C:15]([Cl:16])=[C:14]([CH3:17])[S:13][C:11]=2[N:12]=1>>[N:1]1([C:7]2[N:8]=[C:9]([NH:18][CH2:19][C:20]3[CH:25]=[CH:24][C:23]([O:26][CH3:27])=[C:22]([Cl:28])[CH:21]=3)[C:10]3[C:15]([Cl:16])=[C:14]([CH3:17])[S:13][C:11]=3[N:12]=2)[CH:5]=[N:4][CH:3]=[N:2]1. Procedure details: Following the procedure of Example 97, the reaction of 1,2,4-triazole with 2,5-dichloro-6-methyl-4-(3-chloro-4-methoxybenzylamino)-thieno-[2,3-d]-pyrimidine gives 2-(1,2,4-triazol-1-yl)-5-chloro-6-methyl-4-(3-chloro-4-methoxybenzylamino)-thieno-[2,3-d]-pyrimidine. Reactants: [BH3-]C#N, C1COCCN1, ClCCl, CC(=O)O, CCO, Cn1ccnc1Sc1ccc(Nc2c(C#N)cnc3cc(-c4ccc(C=O)cc4)ccc23)cc1Cl, [Na+], CN(C)C=O. The product is Cn1ccnc1Sc1ccc(Nc2c(C#N)cnc3cc(-c4ccc(CN5CCOCC5)cc4)ccc23)cc1Cl. Reaction SMILES: [C:46]([BH3-:47])#[N:48].[CH2:36]1[CH2:37][O:38][CH2:39][CH2:40][NH:41]1.[CH2:58]([Cl:59])[Cl:60].[CH3:42][C:43](=[O:44])[OH:45].[CH3:50][CH2:51][OH:52].[Cl:1][c:2]1[cH:3][c:4]([NH:5][c:6]2[c:7]([C:24]#[N:25])[cH:8][n:9][c:10]3[cH:11][c:12](-[c:16]4[cH:17][cH:18][c:19]([CH:22]=[O:23])[cH:20][cH:21]4)[cH:13][cH:14][c:15]23)[cH:26][cH:27][c:28]1[S:29][c:30]1[n:31]([CH3:35])[cH:32][cH:33][n:34]1.[Na+:49].[O:53]=[CH:54][N:55]([CH3:56])[CH3:57]>>[Cl:1][c:2]1[cH:3][c:4]([NH:5][c:6]2[c:7]([C:24]#[N:25])[cH:8][n:9][c:10]3[cH:11][c:12](-[c:16]4[cH:17][cH:18][c:19]([CH2:22][N:41]5[CH2:36][CH2:37][O:38][CH2:39][CH2:40]5)[cH:20][cH:21]4)[cH:13][cH:14][c:15]23)[cH:26][cH:27][c:28]1[S:29][c:30]1[n:31]([CH3:35])[cH:32][cH:33][n:34]1. Reactants: CC(=O)O[BH-](OC(C)=O)OC(C)=O, CO, CCCCCCCCCC=O, Nc1ccc(Br)c(C(F)(F)F)c1, [Na+]. The product is CCCCCCCCCCNc1ccc(Br)c(C(F)(F)F)c1. As a reaction SMILES: [C:1]([O:2][BH-:3]([O:4][C:5](=[O:6])[CH3:7])[O:8][C:9](=[O:10])[CH3:11])(=[O:12])[CH3:13].[CH3:38][OH:39].[CH:27]([CH2:28][CH2:29][CH2:30][CH2:31][CH2:32][CH2:33][CH2:34][CH2:35][CH3:36])=[O:37].[F:15][C:16]([c:17]1[cH:18][c:19]([NH2:20])[cH:21][cH:22][c:23]1[Br:24])([F:25])[F:26].[Na+:14]>>[F:15][C:16]([c:17]1[cH:18][c:19]([NH:20][CH2:27][CH2:28][CH2:29][CH2:30][CH2:31][CH2:32][CH2:33][CH2:34][CH2:35][CH3:36])[cH:21][cH:22][c:23]1[Br:24])([F:25])[F:26].